Dataset: the Open Reaction Database (ORD), a public repository of structured organic reaction records. Task: describe an organic reaction: reactants, conditions, products, and yield Starting materials: COc1cc(C)c(C(O)c2c(OC)ncc(Cl)c2Cl)c(OC)c1OC, Cc1ccccc1. The product is COc1cc(C)c(C(=O)c2c(OC)ncc(Cl)c2Cl)c(OC)c1OC. Reaction SMILES: [CH3:1][O:2][c:3]1[c:4]([CH:14]([OH:15])[c:16]2[c:17]([O:24][CH3:25])[n:18][cH:19][c:20]([Cl:23])[c:21]2[Cl:22])[c:5]([CH3:13])[cH:6][c:7]([O:11][CH3:12])[c:8]1[O:9][CH3:10].[CH3:26][c:27]1[cH:28][cH:29][cH:30][cH:31][cH:32]1>>[CH3:1][O:2][c:3]1[c:4]([C:14](=[O:15])[c:16]2[c:17]([O:24][CH3:25])[n:18][cH:19][c:20]([Cl:23])[c:21]2[Cl:22])[c:5]([CH3:13])[cH:6][c:7]([O:11][CH3:12])[c:8]1[O:9][CH3:10]. The reactants are Cl.S(=O)(=O)(C1=CC=C(C)C=C1)N1C=CC2=C1N=CC=1N2C(=NN1)[C@H]1C[C@H](CC1)N ((1S,3R)-3-(6-tosyl-6H-pyrrolo[2,3-e][1,2,4]triazolo[4,3-a]pyrazin-1-yl)cyclopentanamine hydrochloride), C(CC)O (n-propanol), ClC=1N=CC(=NC1)C#N (5-chloropyrazine-2-carbonitrile), CCN(C(C)C)C(C)C (DIEA). Solvent: C(Cl)Cl (DCM), C(Cl)Cl (DCM). Reaction conditions: temperature 150 celsius. The product is S(=O)(=O)(C1=CC=C(C)C=C1)N1C=CC2=C1N=CC=1N2C(=NN1)[C@H]1C[C@H](CC1)NC=1N=CC(=NC1)C#N (5-((1S,3R)-3-(6-tosyl-6H-pyrrolo[2,3-e][1,2,4]triazolo[4,3-a]pyrazin-1-yl)cyclopentylamino)pyrazine-2-carbonitrile). Isolated yield 81.2%. Reaction SMILES: Cl.[S:2]([N:12]1[C:16]2[N:17]=[CH:18][C:19]3[N:20]([C:21]([C@@H:24]4[CH2:28][CH2:27][C@H:26]([NH2:29])[CH2:25]4)=[N:22][N:23]=3)[C:15]=2[CH:14]=[CH:13]1)([C:5]1[CH:11]=[CH:10][C:8]([CH3:9])=[CH:7][CH:6]=1)(=[O:4])=[O:3].C(O)CC.Cl[C:35]1[N:36]=[CH:37][C:38]([C:41]#[N:42])=[N:39][CH:40]=1.CCN(C(C)C)C(C)C>C(Cl)Cl>[S:2]([N:12]1[C:16]2[N:17]=[CH:18][C:19]3[N:20]([C:21]([C@@H:24]4[CH2:28][CH2:27][C@H:26]([NH:29][C:35]5[N:36]=[CH:37][C:38]([C:41]#[N:42])=[N:39][CH:40]=5)[CH2:25]4)=[N:22][N:23]=3)[C:15]=2[CH:14]=[CH:13]1)([C:5]1[CH:11]=[CH:10][C:8]([CH3:9])=[CH:7][CH:6]=1)(=[O:4])=[O:3] |f:0.1|. Procedure details: To a microwave vessel was added (1S,3R)-3-(6-tosyl-6H-pyrrolo[2,3-e][1,2,4]triazolo[4,3-a]pyrazin-1-yl)cyclopentanamine hydrochloride (0.500 g, 1.06 mmol), n-propanol (10 mL), 5-chloropyrazine-2-carbonitrile (0.223 g, 1.60 mmol) and DIEA (0.837 mL, 4.79 mmol). The resulting mixture was heated in a microwave at about 150° C. for about 30 min. DCM (100 mL) was added and a solution was formed. The organic solution was washed with water and brine (50 mL each), dried over anhydrous MgSO4, filtered, a...